This data is from the Open Reaction Database (ORD), a public repository of structured organic reaction records. The task is: describe an organic reaction: reactants, conditions, products, and yield Starting materials: ClC=1C(=C(C(=CC1)[N+](=O)[O-])O)F (3-chloro-2-fluoro-6-nitrophenol), ClCC(C)=O (chloroacetone), [I-].[K+] (potassium iodide). The solvent is CC(=O)C (acetone). Yields the product C(C(=O)C)OC1=C(C=CC(=C1F)Cl)[N+](=O)[O-] (2-acetonyloxy-4-chloro-3-fluoronitrobenzene). The yield is 54.5%. As a reaction SMILES: [Cl:1][C:2]1[C:3]([F:12])=[C:4]([OH:11])[C:5]([N+:8]([O-:10])=[O:9])=[CH:6][CH:7]=1.Cl[CH2:14][C:15](=[O:17])[CH3:16].[I-].[K+]>CC(C)=O>[CH2:14]([O:11][C:4]1[C:3]([F:12])=[C:2]([Cl:1])[CH:7]=[CH:6][C:5]=1[N+:8]([O-:10])=[O:9])[C:15]([CH3:16])=[O:17] |f:2.3|. Reported procedure: A mixture of 3 g (15.7 mmols) of 3-chloro-2-fluoro-6-nitrophenol, 3 ml of chloroacetone and 300 mg of potassium iodide in 50 ml of acetone was refluxed for 6 hours while vigorously stirring. After cooling, any insoluble substance was removed by filtration, and the filtrate was concentrated and purified by silica gel (20 g) column chromatography using chloroform as an eluant to provide 2.5 g (54.5% yield) of 2-acetonyloxy-4-chloro-3-fluoronitrobenzene as an oil. Starting materials: N1=C(C=CC=C1C)C (2,6-lutidine), FC(S(=O)(=O)O[Si](CC)(CC)CC)(F)F (triethylsilyl trifluoromethanesulfonate), N1N=C(N=C1)C(=O)N (1H-1,2,4-triazole-3-carboxamide). Run in ClCCl (dichloromethane), ClCCCl (1,2-dichloroethane). Reaction conditions: temperature 50 celsius. The product is C(C)[Si](NC(=O)C1=NNC=N1)(CC)CC (N-(triethylsilyl)-1H-1,2,4-triazole-3-carboxamide). The yield is 67.7%. As a reaction SMILES: [NH:1]1[CH:5]=[N:4][C:3]([C:6]([NH2:8])=[O:7])=[N:2]1.N1C(C)=CC=CC=1C.FC(F)(F)S(O[Si:23]([CH2:28][CH3:29])([CH2:26][CH3:27])[CH2:24][CH3:25])(=O)=O>ClCCCl.ClCCl>[CH2:24]([Si:23]([CH2:28][CH3:29])([CH2:26][CH3:27])[NH:8][C:6]([C:3]1[N:4]=[CH:5][NH:1][N:2]=1)=[O:7])[CH3:25]. Procedure: A stirred mixture of 1H-1,2,4-triazole-3-carboxamide (500 mg, 4.46 mmol) in 1,2-dichloroethane (4.46 mL) treated at room temperature with 2,6-lutidine (2.08 mL, 17.84 mmol) and triethylsilyl trifluoromethanesulfonate (3.03 mL, 13.38 mmol) and heated under a nitrogen atmosphere at 50° C. After 4 hours of heating the reaction solution allowed to cool to room temperature and diluted with dichloromethane (25 mL), washed with water (25 mL), 0.5M hydrochloric acid (25 mL), water (25 mL), dried over Mg... Reactants: CC(=O)CC(=O)OC(C)(C)C, CCC(C=CC=O)=C(c1ccc(F)cc1)c1ccc(F)cc1, C1CCOC1. Yields the product CCC(C=CC(O)CC(=O)CC(=O)OC(C)(C)C)=C(c1ccc(F)cc1)c1ccc(F)cc1. Reaction SMILES: [C:1]([CH2:2][C:3](=[O:4])[CH3:5])(=[O:6])[O:7][C:8]([CH3:9])([CH3:10])[CH3:11].[CH2:12]([CH3:13])[C:14]([CH:15]=[CH:16][CH:17]=[O:18])=[C:19]([c:20]1[cH:21][cH:22][c:23]([F:26])[cH:24][cH:25]1)[c:27]1[cH:28][cH:29][c:30]([F:33])[cH:31][cH:32]1.[O:34]1[CH2:35][CH2:36][CH2:37][CH2:38]1>>[C:1]([CH2:2][C:3](=[O:4])[CH2:5][CH:17]([CH:16]=[CH:15][C:14]([CH2:12][CH3:13])=[C:19]([c:20]1[cH:21][cH:22][c:23]([F:26])[cH:24][cH:25]1)[c:27]1[cH:28][cH:29][c:30]([F:33])[cH:31][cH:32]1)[OH:18])(=[O:6])[O:7][C:8]([CH3:9])([CH3:10])[CH3:11]. Starting materials: C(C)(C)(C)OC1=NC(=CC(=C1)C1=CNC2=NC=CC=C21)C2=CC=CC=C2 (3-(2-tert-butoxy-6-phenylpyridin-4-yl)-1H-pyrrolo[2,3-b]pyridine), FC(C(=O)O)(F)F (trifluoroacetic acid). The solvent is ClCCl (dichloromethane). Reaction conditions: time 25 minute. Yields the product C1(=CC=CC=C1)C1=CC(=CC(N1)=O)C1=CNC2=NC=CC=C21 (6-phenyl-4-(1H-pyrrolo[2,3-b]pyridin-3-yl)pyridin-2(1H)-one). As a reaction SMILES: C([O:5][C:6]1[CH:11]=[C:10]([C:12]2[C:20]3[C:15](=[N:16][CH:17]=[CH:18][CH:19]=3)[NH:14][CH:13]=2)[CH:9]=[C:8]([C:21]2[CH:26]=[CH:25][CH:24]=[CH:23][CH:22]=2)[N:7]=1)(C)(C)C.FC(F)(F)C(O)=O>ClCCl>[C:21]1([C:8]2[NH:7][C:6](=[O:5])[CH:11]=[C:10]([C:12]3[C:20]4[C:15](=[N:16][CH:17]=[CH:18][CH:19]=4)[NH:14][CH:13]=3)[CH:9]=2)[CH:26]=[CH:25][CH:24]=[CH:23][CH:22]=1. Reported procedure: To a solution of EXAMPLE 34D in 1 mL dichloromethane was added 1 mL trifluoroacetic acid. The solution was stirred at room temperature for 25 minutes and the solvent was removed. The crude material was diluted with ethyl acetate and washed with saturated sodium bicarbonate and brine, dried over magnesium sulfate, filtered, and concentrated to give the title compound. MS (ESI) m/e 287.9 (M+H)+; 1H NMR (DMSO-d6) δ 6.70 (s, 1H), 7.03 (s, 1H), 7.11-7.30 (m, 1H), 7.37-7.64 (m, 3H), 7.76-8.01 (m, 2H),... Reactants: CCOC(=O)C1CCC2(CC1)OCCO2, CC(C)C[AlH]CC(C)C, Cc1ccccc1. Yields the product O=CC1CCC2(CC1)OCCO2. RXN SMILES: [CH2:10]([O:12][C:13](=[O:11])[CH:15]1[CH2:16][CH2:17][C:18]2([O:19][CH2:20][CH2:21][O:22]2)[CH2:23][CH2:24]1)[CH3:14].[CH3:1][CH:2]([CH2:3][AlH:4][CH2:5][CH:6]([CH3:7])[CH3:8])[CH3:9].[CH3:25][c:26]1[cH:27][cH:28][cH:29][cH:30][cH:31]1>>[O:12]=[CH:13][CH:15]1[CH2:16][CH2:17][C:18]2([O:19][CH2:20][CH2:21][O:22]2)[CH2:23][CH2:24]1. Starting materials: [Br-], C1CCOC1, C[Mg+], CCO, O=Cc1cccc(C=Cc2ccc3ccc(Cl)cc3n2)c1. Product: CC(=O)c1cccc(C=Cc2ccc3ccc(Cl)cc3n2)c1. As a reaction SMILES: [Br-:22].[CH2:28]1[O:29][CH2:30][CH2:31][CH2:32]1.[CH3:23][Mg+:24].[CH3:25][CH2:26][OH:27].[Cl:1][c:2]1[cH:3][cH:4][c:5]2[cH:6][cH:7][c:8]([CH:12]=[CH:13][c:14]3[cH:15][c:16]([CH:17]=[O:18])[cH:19][cH:20][cH:21]3)[n:9][c:10]2[cH:11]1>>[Cl:1][c:2]1[cH:3][cH:4][c:5]2[cH:6][cH:7][c:8]([CH:12]=[CH:13][c:14]3[cH:15][c:16]([C:17](=[O:18])[CH3:25])[cH:19][cH:20][cH:21]3)[n:9][c:10]2[cH:11]1.